From a dataset of the Open Reaction Database (ORD), a public repository of structured organic reaction records. describe an organic reaction: reactants, conditions, products, and yield The reactants are BrC1=CC=C(C(=N1)OC)N (6-bromo-2-methoxy-pyridin-3-ylamine). Solvent: C(C)(=O)O (acetic acid), Br (HBr). Reaction conditions: temperature 120 celsius. The product is NC=1C(NC(=CC1)Br)=O (3-Amino-6-bromo-1H-pyridin-2-one). Yield: 72.3%. As a reaction SMILES: [Br:1][C:2]1[N:7]=[C:6]([O:8]C)[C:5]([NH2:10])=[CH:4][CH:3]=1>C(O)(=O)C.Br>[NH2:10][C:5]1[C:6](=[O:8])[NH:7][C:2]([Br:1])=[CH:3][CH:4]=1. Reported procedure: A solution of 6-bromo-2-methoxy-pyridin-3-ylamine (1A) (5.2 g, 25.6 mmol) in acetic acid (50 mL) and HBr (50 mL) is heated to reflux with an oil bath at 120° C. for 1 hour. The reaction solution is cooled to room temperature and concentrated to dryness. The crude product is purified by chromatography (CH2Cl2 95%, MeOH 5%) to give 3-amino-6-bromo-1H-pyridin-2-one (1B) (3.5 g, yield 72%) as brown solid that turns to deep purple. MS (ESI) m/e 189, 191 (M+H+).